From a dataset of the Open Reaction Database (ORD), a public repository of structured organic reaction records. describe an organic reaction: reactants, conditions, products, and yield Starting materials: N (Ammonia), N1=C(N)N=C(N)N=C1N (Melamine), C=O (formalin). Procedure: A melamine-formaldehyde based porous polymer was prepared by a two step method similar to Example 5. Melamine (63 g; 0.5 mol) was added to neutralised (pH 7-7.5) formalin (40% aq; 113 g; 1.5 mol). Ammonia solution (0.880; 1.3 ml) was added and the mixture stirred and heated to boiling. The resulting homogeneous solution was refluxed for 40 minutes, then concentrated under reduced pressure to give a clear, viscous syrup (70% solids). An aliquot of this syrup (12.2 g) was diluted with glycerol (2.... RXN SMILES: [N:1]1[C:8]([NH2:9])=[N:7][C:5]([NH2:6])=[N:4][C:2]=1[NH2:3].[CH2:10]=[O:11].N>>[CH2:10]=[O:11].[N:1]1[C:8]([NH2:9])=[N:7][C:5]([NH2:6])=[N:4][C:2]=1[NH2:3] |f:3.4|. Yield: 70.0%. Yields the product C=O.N1=C(N)N=C(N)N=C1N (melamine-formaldehyde), solids. The reactants are CC(=O)OC(C)=O, O, COc1ccc(C2(CO)CCC(=O)CC2)cc1OC, c1ccncc1. Product: COc1ccc(C2(COC(C)=O)CCC(=O)CC2)cc1OC. As a reaction SMILES: [CH3:26][C:27](=[O:28])[O:29][C:30](=[O:31])[CH3:32].[OH2:33].[OH:1][CH2:2][C:3]1([c:10]2[cH:11][c:12]([O:18][CH3:19])[c:13]([O:16][CH3:17])[cH:14][cH:15]2)[CH2:4][CH2:5][C:6](=[O:9])[CH2:7][CH2:8]1.[cH:20]1[cH:21][cH:22][n:23][cH:24][cH:25]1>>[O:1]([CH2:2][C:3]1([c:10]2[cH:11][c:12]([O:18][CH3:19])[c:13]([O:16][CH3:17])[cH:14][cH:15]2)[CH2:4][CH2:5][C:6](=[O:9])[CH2:7][CH2:8]1)[C:27]([CH3:26])=[O:28]. Solvent: FC(C(=O)O)(F)F (trifluoroacetic acid). Procedure: A suspension of 2,3-bis(4-methoxyphenyl)thiophene (6.6 g, 22.3 mmoles) and 2,4-dinitrobenzenesulfenyl chloride (5.5 g, 22.3 mmoles) in 55 ml of trifluoroacetic acid was heated at reflux for 15 minutes. The reaction mixture was cooled in ice; the lustrous crystals were collected and washed with cold ether to give the title compound (9.4 g), m.p. 143°-145° The product is COC1=CC=C(C=C1)C=1SC(=CC1C1=CC=C(C=C1)OC)SC1=C(C=C(C=C1)[N+](=O)[O-])[N+](=O)[O-] (2,3-bis(4-Methoxyphenyl)-5-(2,4-dinitrophenylthio)thiophene). Reactants: COC1=CC=C(C=C1)C=1SC=CC1C1=CC=C(C=C1)OC (2,3-bis(4-methoxyphenyl)thiophene), [N+](=O)([O-])C1=C(C=CC(=C1)[N+](=O)[O-])SCl (2,4-dinitrobenzenesulfenyl chloride). Isolated yield 85.2%. RXN SMILES: [CH3:1][O:2][C:3]1[CH:8]=[CH:7][C:6]([C:9]2[S:10][CH:11]=[CH:12][C:13]=2[C:14]2[CH:19]=[CH:18][C:17]([O:20][CH3:21])=[CH:16][CH:15]=2)=[CH:5][CH:4]=1.[N+:22]([C:25]1[CH:30]=[C:29]([N+:31]([O-:33])=[O:32])[CH:28]=[CH:27][C:26]=1[S:34]Cl)([O-:24])=[O:23]>FC(F)(F)C(O)=O>[CH3:1][O:2][C:3]1[CH:4]=[CH:5][C:6]([C:9]2[S:10][C:11]([S:34][C:26]3[CH:27]=[CH:28][C:29]([N+:31]([O-:33])=[O:32])=[CH:30][C:25]=3[N+:22]([O-:24])=[O:23])=[CH:12][C:13]=2[C:14]2[CH:19]=[CH:18][C:17]([O:20][CH3:21])=[CH:16][CH:15]=2)=[CH:7][CH:8]=1. The reactants are N1CCS(CC1)(=O)=O (thiomorpholine 1,1-dioxide), C([O-])([O-])=O.[K+].[K+] (potassium carbonate), BrC1=CC=C(C=C1)CCl (1-bromo-4-chloromethyl-benzene). Solvent: CC(=O)C (acetone). The product is BrC1=CC=C(CN2CCS(CC2)(=O)=O)C=C1 (4-(4-Bromo-benzyl)-thiomorpholine 1,1-dioxide), solid. Isolated yield 97.0%. Reaction SMILES: [NH:1]1[CH2:6][CH2:5][S:4](=[O:8])(=[O:7])[CH2:3][CH2:2]1.C(=O)([O-])[O-].[K+].[K+].[Br:15][C:16]1[CH:21]=[CH:20][C:19]([CH2:22]Cl)=[CH:18][CH:17]=1>CC(C)=O>[Br:15][C:16]1[CH:21]=[CH:20][C:19]([CH2:22][N:1]2[CH2:6][CH2:5][S:4](=[O:8])(=[O:7])[CH2:3][CH2:2]2)=[CH:18][CH:17]=1 |f:1.2.3|. Reported procedure: To a well stirred suspension of thiomorpholine 1,1-dioxide (0.36 g, 2.7 mmol) and potassium carbonate (0.37 g, 2.7 mmol) in acetone (5 mL) was added 1-bromo-4-chloromethyl-benzene (0.50 g, 2.4 mmol). The mixture was stirred for 48 hours at room temperature. The mixture was filtered and the volatiles were evaporated. The residue was suspended in ether (100 mL), filtered and evaporated to a solid. The material was purified via chromatography utilizing an ISCO automated purification apparatus (24 g... Reactants: COC(=O)C(=O)Nc1cnc(N2CCN(C(=O)OC(C)(C)C)CC2)nc1, Cl, C1COCCO1. Yields the product Cl, COC(=O)C(=O)Nc1cnc(N2CCNCC2)nc1. As a reaction SMILES: [C:1]([O:2][C:3](=[O:4])[N:8]1[CH2:9][CH2:10][N:11]([c:14]2[n:15][cH:16][c:17]([NH:20][C:21]([C:22](=[O:23])[O:24][CH3:25])=[O:26])[cH:18][n:19]2)[CH2:12][CH2:13]1)([CH3:5])([CH3:6])[CH3:7].[ClH:27].[O:28]1[CH2:29][CH2:30][O:31][CH2:32][CH2:33]1>>[ClH:27].[NH:8]1[CH2:9][CH2:10][N:11]([c:14]2[n:15][cH:16][c:17]([NH:20][C:21]([C:22](=[O:23])[O:24][CH3:25])=[O:26])[cH:18][n:19]2)[CH2:12][CH2:13]1. Starting materials: FC1=CC(=C(C(=O)O)C=C1)OCCC(OC(C)(C)C)N=C=O (4-fluoro-2-(3-tert-butoxy-carbonylaminopropoxy)benzoic acid), FC1=CC(=C(C(=O)OC)C=C1)OCCCNC(=O)OC(C)(C)C (methyl 4-fluoro-2-(3-tert-butoxycarbonylaminopropoxy)benzoate). Product: FC1=CC(=C(C(=O)O)C=C1)OCCCNC(=O)OC(C)(C)C (4-Fluoro-2-(3-tert-butoxycarbonylaminopropoxy)benzoic acid). RXN SMILES: FC1C=CC(C(O)=O)=C(OCCC(N=C=O)OC(C)(C)C)C=1.[F:23][C:24]1[CH:33]=[CH:32][C:27]([C:28]([O:30]C)=[O:29])=[C:26]([O:34][CH2:35][CH2:36][CH2:37][NH:38][C:39]([O:41][C:42]([CH3:45])([CH3:44])[CH3:43])=[O:40])[CH:25]=1>>[F:23][C:24]1[CH:33]=[CH:32][C:27]([C:28]([OH:30])=[O:29])=[C:26]([O:34][CH2:35][CH2:36][CH2:37][NH:38][C:39]([O:41][C:42]([CH3:45])([CH3:44])[CH3:43])=[O:40])[CH:25]=1. Reported procedure: Using a procedure analogous to Example 21-D, 4-fluoro-2-(3-tert-butoxy-carbonylaminopropoxy)benzoic acid was prepared from methyl 4-fluoro-2-(3-tert-butoxycarbonylaminopropoxy)benzoate. Procedure: A mixture of methylsalicylate (4.36 g, 28.69 mmol) and cyclopropylamine (1.64 g, 28.69 mmol) was heated at 80–100° C. for 3 h. An additional 0.5 equivalent of cyclopropylamine was added and the reaction mixture was kept at 70° C. for overnight. The reaction mixture was co-evaporated with toluene and the residue was purified by silica gel flash chromatography to give the subtitle compound (2.71 g). The reactants are COC=1C(C(=O)[O-])=CC=CC1 (methylsalicylate), C1(CC1)N (cyclopropylamine), C1(CC1)N (cyclopropylamine). Yield: 53.3%. Reaction SMILES: C[O:2][C:3]1[C:4](=[CH:8][CH:9]=[CH:10][CH:11]=1)[C:5]([O-:7])=O.[CH:12]1([NH2:15])[CH2:14][CH2:13]1>C1(C)C=CC=CC=1>[CH:12]1([NH:15][C:5](=[O:7])[C:4]2[CH:8]=[CH:9][CH:10]=[CH:11][C:3]=2[OH:2])[CH2:14][CH2:13]1. Run in C1(=CC=CC=C1)C (toluene). Product: C1(CC1)NC(C1=C(C=CC=C1)O)=O (N-Cyclopropyl-2-hydroxybenzamide). Reaction conditions: time 8 hour. The reactants are CC(=O)OO, CCC(C)=CCCC(C)=CCOc1ccc2c(c1)OCCC2, CC(=O)[O-], ClC(Cl)Cl, [Na+]. Product: CCC1(C)OC1CCC(C)=CCOc1ccc2c(c1)OCCC2. As a reaction SMILES: [C:28]([O:29][OH:30])(=[O:31])[CH3:32].[CH3:1][C:2](=[CH:3][CH2:4][O:5][c:6]1[cH:7][cH:8][c:9]2[c:14]([cH:15]1)[O:13][CH2:12][CH2:11][CH2:10]2)[CH2:16][CH2:17][CH:18]=[C:19]([CH2:20][CH3:21])[CH3:22].[CH3:24][C:25]([O-:26])=[O:27].[CH:33]([Cl:34])([Cl:35])[Cl:36].[Na+:23]>>[CH3:1][C:2](=[CH:3][CH2:4][O:5][c:6]1[cH:7][cH:8][c:9]2[c:14]([cH:15]1)[O:13][CH2:12][CH2:11][CH2:10]2)[CH2:16][CH2:17][CH:18]1[C:19]([CH2:20][CH3:21])([CH3:22])[O:26]1. Reactants: ClC=1C=C(C=CC1)CN1C2=CC=CC(=C2C=2C(=CC=CC12)OCC(=O)OC(C)(C)C)C(N)=O ({9-[(3-chlorophenyl)methyl]-5-carbamoylcarbazol-4-yl}oxyacetic acid, tert-butyl ester). The solvent is FC(C(=O)O)(F)F (trifluoroacetic acid). Product: ClC=1C=C(C=CC1)CN1C2=CC=CC(=C2C=2C(=CC=CC12)OCC(=O)O)C(N)=O ({9-[(3-chlorophenyl)methyl]-5-carbamoylcarbazol-4-yl}oxyacetic acid). Yield: 100.3%. As a reaction SMILES: [Cl:1][C:2]1[CH:3]=[C:4]([CH2:8][N:9]2[C:21]3[CH:20]=[CH:19][CH:18]=[C:17]([O:22][CH2:23][C:24]([O:26]C(C)(C)C)=[O:25])[C:16]=3[C:15]3[C:10]2=[CH:11][CH:12]=[CH:13][C:14]=3[C:31](=[O:33])[NH2:32])[CH:5]=[CH:6][CH:7]=1>FC(F)(F)C(O)=O>[Cl:1][C:2]1[CH:3]=[C:4]([CH2:8][N:9]2[C:21]3[CH:20]=[CH:19][CH:18]=[C:17]([O:22][CH2:23][C:24]([OH:26])=[O:25])[C:16]=3[C:15]3[C:10]2=[CH:11][CH:12]=[CH:13][C:14]=3[C:31](=[O:33])[NH2:32])[CH:5]=[CH:6][CH:7]=1. Procedure: A solution of the {9-[(3-chlorophenyl)methyl]-5-carbamoylcarbazol-4-yl}oxyacetic acid, tert-butyl ester (35.6 mg, 0.077 mM) in 2 mL of trifluoroacetic acid was stirred at room temperature for 6 hours. The solvent was removed in vacuo. The residue was triturated with ethyl acetate, then dried in vacuo to afford 31.4 mg (100%) of the {9-[(3-chlorophenyl)methyl]-5-carbamoylcarbazol-4-yl}oxyacetic acid as a white powder. 1H NMR (DMSO-d6) δ13.0 (br s, 1H), 7.75 (s, 1H), 7.6 (d, 1H, J=8 Hz), 7.4-7.25 ... The reactants are COCOc1cc(CCO)c(-c2ccccc2)c(OCOC)c1, CI, CN(C)C=O, [H-], [Na+], O. Yields the product COCCc1cc(OCOC)cc(OCOC)c1-c1ccccc1. Reaction SMILES: [CH3:1][O:2][CH2:3][O:4][c:5]1[c:6](-[c:18]2[cH:19][cH:20][cH:21][cH:22][cH:23]2)[c:7]([CH2:15][CH2:16][OH:17])[cH:8][c:9]([O:11][CH2:12][O:13][CH3:14])[cH:10]1.[CH3:26][I:27].[CH3:29][N:30]([CH3:31])[CH:32]=[O:33].[H-:24].[Na+:25].[OH2:28]>>[CH3:1][O:2][CH2:3][O:4][c:5]1[c:6](-[c:18]2[cH:19][cH:20][cH:21][cH:22][cH:23]2)[c:7]([CH2:15][CH2:16][O:17][CH3:26])[cH:8][c:9]([O:11][CH2:12][O:13][CH3:14])[cH:10]1.